Dataset: the Open Reaction Database (ORD), a public repository of structured organic reaction records. Task: describe an organic reaction: reactants, conditions, products, and yield Starting materials: COC=1C=C(C=C(C1OC)OC)C(C)=O (3',4',5'-trimethoxyacetophenone), ClC=1C=C2C(=CNC2=CC1)C=O (5-chloroindole-3-carboxaldehyde). Yields the product ClC=1C=C2C(=CNC2=CC1)/C=C/C(=O)C1=CC(=C(C(=C1)OC)OC)OC ((E)-3-(5-Chloroindol-3-yl)-1-(3,4,5-trimethoxyphenyl)-2-propen-1-one). Isolated yield 79.2%. As a reaction SMILES: [CH3:1][O:2][C:3]1[CH:4]=[C:5]([C:13](=[O:15])[CH3:14])[CH:6]=[C:7]([O:11][CH3:12])[C:8]=1[O:9][CH3:10].[Cl:16][C:17]1[CH:18]=[C:19]2[C:23](=[CH:24][CH:25]=1)[NH:22][CH:21]=[C:20]2[CH:26]=O>>[Cl:16][C:17]1[CH:18]=[C:19]2[C:23](=[CH:24][CH:25]=1)[NH:22][CH:21]=[C:20]2/[CH:26]=[CH:14]/[C:13]([C:5]1[CH:6]=[C:7]([O:11][CH3:12])[C:8]([O:9][CH3:10])=[C:3]([O:2][CH3:1])[CH:4]=1)=[O:15]. Reported procedure: Substantially the same procedure as in Example 12 was repeated using 3',4',5'-trimethoxyacetophenone (2.1 g) and 5-chloroindole-3-carboxaldehyde (1.8 g) to give Compound 30 (2.94 g). Reactants: ice, CCN(C(C)C)C(C)C (DIPEA), C[C@@H]1CNC[C@@H](O1)C (cis 2,6-dimethylmorpholine), C(OC(C)(C)C)(OC1=NOC2=C1C=C(C(=C2F)F)C=O)=O (tert-butyl 6,7-difluoro-5-formyl-1,2-benzisoxazol-3-yl carbonate), C(OC(C)(C)C)(OC1=NOC2=C1C=C(C(=C2F)F)C=O)=O (tert-butyl 6,7-difluoro-5-formyl-1,2-benzisoxazol-3-yl carbonate). Solvent: C(C)#N (acetonitrile). Run at temperature 80 celsius. Product: C(OC(C)(C)C)(OC1NOC2=C1C=C(C(=C2F)N2C[C@H](O[C@H](C2)C)C)C=O)=O (tert-butyl 6-[(2R,6S)-2,6-dimethylmorpholin-4-yl]-7-fluoro-5-formyl-2,3-dihydro-1,2-benzisoxazol-3-yl carbonate). Reaction SMILES: [C:1](=[O:21])([O:7][C:8]1[C:12]2[CH:13]=[C:14]([CH:19]=[O:20])[C:15](F)=[C:16]([F:17])[C:11]=2[O:10][N:9]=1)[O:2][C:3]([CH3:6])([CH3:5])[CH3:4].CCN(C(C)C)C(C)C.[CH3:31][C@H:32]1[O:37][C@@H:36]([CH3:38])[CH2:35][NH:34][CH2:33]1>C(#N)C>[C:1](=[O:21])([O:7][CH:8]1[C:12]2[CH:13]=[C:14]([CH:19]=[O:20])[C:15]([N:34]3[CH2:33][C@H:32]([CH3:31])[O:37][C@H:36]([CH3:38])[CH2:35]3)=[C:16]([F:17])[C:11]=2[O:10][NH:9]1)[O:2][C:3]([CH3:6])([CH3:5])[CH3:4]. Reported procedure: To an ice cooled and stirred solution of tert-butyl 6,7-difluoro-5-formyl-1,2-benzisoxazol-3-yl carbonate (Intermediate 531, 3.0 g, 10.0 mmol) in anhydrous acetonitrile was added DIPEA (2.56 g, 20.0 mmol) followed by cis 2,6-dimethylmorpholine (1.27 g, 11.0 mmol) and the mixture heated at 80° C. for 12 hours. It was cooled to room temperature and concentrated. The residue was dissolved in ethyl acetate, washed with water followed by brine and then dried over anhydrous sodium sulfate. It was filt... RXN SMILES: [CH3:1][N:2]=[C:3]=[O:4].[NH:5]([C:7]1[N:8]=[N:9][C:10]([C:14]2[CH:19]=[CH:18][CH:17]=[CH:16][CH:15]=2)=[C:11]([CH3:13])[N:12]=1)[NH2:6]>C(Cl)Cl.C(OC(C)C)(C)C>[CH3:13][C:11]1[N:12]=[C:7]([NH:5][NH:6][C:3]([NH:2][CH3:1])=[O:4])[N:8]=[N:9][C:10]=1[C:14]1[CH:19]=[CH:18][CH:17]=[CH:16][CH:15]=1. Yield: 98.7%. The solvent is C(Cl)Cl (methylene chloride), C(Cl)Cl (methylene chloride), C(C)(C)OC(C)C (diisopropyl ether). Reactants: CN=C=O (methyl isocyanate), N(N)C=1N=NC(=C(N1)C)C1=CC=CC=C1 (3-hydrazino-5-methyl-6-phenyl-1,2,4-triazine). Procedure: A solution of methyl isocyanate (0.92 g) in methylene chloride (3 ml) was added dropwise to a stirred solution of 3-hydrazino-5-methyl-6-phenyl-1,2,4-triazine (3 g) in methylene chloride (20 ml) at room temperature. The reaction mixture was diluted with diisopropyl ether (30 ml). The resultant precipitates were collected by filtration to give a solid of 5-methyl-3-(4-methylsemicarbazido)-6-phenyl-1,2,4-triazine (3.8 g). The product is CC=1N=C(N=NC1C1=CC=CC=C1)NNC(=O)NC (5-methyl-3-(4-methylsemicarbazido)-6-phenyl-1,2,4-triazine).